Dataset: the Open Reaction Database (ORD), a public repository of structured organic reaction records. Task: describe an organic reaction: reactants, conditions, products, and yield RXN SMILES: [B:20]([Br:21])([Br:22])[Br:23].[CH3:1][O:2][c:3]1[cH:4][c:5]2[c:9]([cH:10][cH:11]1)[N:8]([CH3:12])[CH:7]1[C:6]2([CH3:19])[CH2:15][CH2:14][N:13]1[CH2:16][CH:17]=[CH2:18].[CH:24]([Cl:25])([Cl:26])[Cl:27]>>[OH:2][c:3]1[cH:4][c:5]2[c:9]([cH:10][cH:11]1)[N:8]([CH3:12])[CH:7]1[C:6]2([CH3:19])[CH2:15][CH2:14][N:13]1[CH2:16][CH:17]=[CH2:18]. Reactants: BrB(Br)Br, C=CCN1CCC2(C)c3cc(OC)ccc3N(C)C12, ClC(Cl)Cl. Yields the product C=CCN1CCC2(C)c3cc(O)ccc3N(C)C12. The reactants are ClC(C(C)=O)C (3-Chloro-2-butanone), COC1=CC=C(C(=O)N)C=C1 (4-methoxybenzamide). Conditions: temperature 115 celsius. The product is COC1=CC=C(C=C1)C=1OC(=C(N1)C)C (2-(4-Methoxy-phenyl)-4,5-dimethyl-oxazole). The yield is 83.6%. Reaction SMILES: Cl[CH:2]([CH3:6])[C:3](=O)[CH3:4].[CH3:7][O:8][C:9]1[CH:17]=[CH:16][C:12]([C:13]([NH2:15])=[O:14])=[CH:11][CH:10]=1>>[CH3:7][O:8][C:9]1[CH:17]=[CH:16][C:12]([C:13]2[O:14][C:2]([CH3:6])=[C:3]([CH3:4])[N:15]=2)=[CH:11][CH:10]=1. Procedure: A mixture of 3-Chloro-2-butanone (2.1 g, 10.0 mmol) and 4-methoxybenzamide (0.30 g, 1.0 mmol) was heated at 115° C. for 15 h under nitrogen atmosphere. After the completion of the reaction mixture (TLC monitoring), the reaction mixture was evaporated to dryness under reduced pressure and the residue was purified over silica gel (230-400 M, 20% EtOAc-Hexane) to get the desired product (0.17 g, 42%) as a white solid. The corresponding chloro derivative was also prepared by the same general method. Starting materials: CCOC(C)=O, CC1CCCN1c1nc(-c2ccc(F)c(Cl)c2)cc(N2CCN(c3ncc(Br)cn3)CC2)n1, N#C[Cu], CN(C)C=O. Product: CC1CCCN1c1nc(-c2ccc(F)c(Cl)c2)cc(N2CCN(c3ncc(C#N)cn3)CC2)n1. RXN SMILES: [CH3:42][CH2:43][O:44][C:45]([CH3:46])=[O:47].[Cl:1][c:2]1[cH:3][c:4](-[c:9]2[cH:10][c:11]([N:21]3[CH2:22][CH2:23][N:24]([c:27]4[n:28][cH:29][c:30]([Br:33])[cH:31][n:32]4)[CH2:25][CH2:26]3)[n:12][c:13]([N:15]3[CH:16]([CH3:20])[CH2:17][CH2:18][CH2:19]3)[n:14]2)[cH:5][cH:6][c:7]1[F:8].[Cu:34][C:35]#[N:36].[O:37]=[CH:38][N:39]([CH3:40])[CH3:41]>>[Cl:1][c:2]1[cH:3][c:4](-[c:9]2[cH:10][c:11]([N:21]3[CH2:22][CH2:23][N:24]([c:27]4[n:28][cH:29][c:30]([C:35]#[N:36])[cH:31][n:32]4)[CH2:25][CH2:26]3)[n:12][c:13]([N:15]3[CH:16]([CH3:20])[CH2:17][CH2:18][CH2:19]3)[n:14]2)[cH:5][cH:6][c:7]1[F:8]. Starting materials: C(CCC)[Li].CCCCCC (butyllithium hexane), C(CC)C1=CC=C(C=C1)C1=C(C2=C(C(=CC=C2C=C1)F)F)F (2-(4-propylphenyl)-1,7,8-trifluoronaphthalene), OO (hydrogen peroxide), CI (methyl iodide). The solvent is O1CCCC1 (tetrahydrofuran), O (Water), C(C)(=O)O (Acetic acid), O1CCCC1 (tetrahydrofuran). Conditions: temperature 0 celsius, time 1 hour. Yields the product C(CC)C1=CC=C(C=C1)C=1C(=C2C(=C(C(=CC2=CC1)O)F)F)F (6-(4-propylphenyl)-3,4,5-trifluoro-2-naphthol). Reaction SMILES: C([Li])CCC.CCCCCC.[CH2:12]([C:15]1[CH:20]=[CH:19][C:18]([C:21]2[CH:30]=[CH:29][C:28]3[C:23](=[C:24]([F:32])[C:25]([F:31])=[CH:26][CH:27]=3)[C:22]=2[F:33])=[CH:17][CH:16]=1)[CH2:13][CH3:14].CI.[OH:36]O>O.C(O)(=O)C.O1CCCC1>[CH2:12]([C:15]1[CH:20]=[CH:19][C:18]([C:21]2[C:22]([F:33])=[C:23]3[C:28](=[CH:29][CH:30]=2)[CH:27]=[C:26]([OH:36])[C:25]([F:31])=[C:24]3[F:32])=[CH:17][CH:16]=1)[CH2:13][CH3:14] |f:0.1|. Reported procedure: A 1.58 M butyllithium/hexane solution (16.4 ml) was added dropwise to a tetrahydrofuran (25 ml) solution of 2-(4-propylphenyl)-1,7,8-trifluoronaphthalene (6.5 g) at −65° C., and the reaction solution was stirred for 1 hour. A tetrahydrofuran (25 ml) solution of methyl iodide (3.7 g) was added dropwise to the reaction solution for 30 minutes, and then the reaction temperature was increased to 0° C. Acetic acid (1.85 ml) and 30% hydrogen peroxide (3 ml) were added to the reaction solution, followe... Reactants: C(#N)C=1C=C(N(C1)C)C=O (4-cyano-1-methylpyrrole-2-carbaldehyde), NCC1=CC=C(N1C)C#N (5-aminomethyl-1-methylpyrrole-2-carbonitrile). Yields the product NCC1=CC(=CN1C)C#N (5-Aminomethyl-1-methylpyrrole-3-carbonitrile). Reaction SMILES: [C:1]([C:3]1[CH:4]=[C:5]([CH:9]=O)[N:6]([CH3:8])[CH:7]=1)#[N:2].[NH2:11]CC1N(C)C(C#N)=CC=1>>[NH2:11][CH2:9][C:5]1[N:6]([CH3:8])[CH:7]=[C:3]([C:1]#[N:2])[CH:4]=1. Procedure: 5-Aminomethyl-1-methylpyrrole-3-carbonitrile were prepared starting from 4-cyano-1-methylpyrrole-2-carbaldehyde similar to the synthesis of 5-aminomethyl-1-methylpyrrole-2-carbonitrile. Starting materials: C1(CC1)C1=CC=C(C=C1)N1C(C2(CC1)CCNCC2)=O (2-(4-Cyclopropyl-phenyl)-2,8-diaza-spiro[4.5]decan-1-one), O=C(OC(Cl)(Cl)Cl)Cl (diphosgene), C(CCC)NC (butyl-methyl-amine). Yields the product C(CCC)N(C(=O)N1CCC2(CCN(C2=O)C2=CC=C(C=C2)C2CC2)CC1)C (2-(4-Cyclopropyl-phenyl)-1-oxo-2,8-diaza-spiro[4.5]decane-8-carboxylic acid butyl-methyl-amide). Reaction SMILES: [CH:1]1([C:4]2[CH:9]=[CH:8][C:7]([N:10]3[CH2:14][CH2:13][C:12]4([CH2:19][CH2:18][NH:17][CH2:16][CH2:15]4)[C:11]3=[O:20])=[CH:6][CH:5]=2)[CH2:3][CH2:2]1.O=C(Cl)[O:23][C:24](Cl)(Cl)Cl.[CH2:29]([NH:33][CH3:34])[CH2:30][CH2:31][CH3:32]>>[CH2:29]([N:33]([CH3:34])[C:24]([N:17]1[CH2:18][CH2:19][C:12]2([C:11](=[O:20])[N:10]([C:7]3[CH:8]=[CH:9][C:4]([CH:1]4[CH2:3][CH2:2]4)=[CH:5][CH:6]=3)[CH2:14][CH2:13]2)[CH2:15][CH2:16]1)=[O:23])[CH2:30][CH2:31][CH3:32]. Procedure: This material was prepared in analogy to example 251 step B) from 2-(4-Cyclopropyl-phenyl)-2,8-diaza-spiro[4.5]decan-1-one, diphosgene and butyl-methyl-amine. MS (ESI): 384.4 (MH+). Starting materials: ClC1=CC=C(C=C1)\C(=C(/C(=O)OCC)\CCO)\C1=CC=C(C=C1)S(=O)(=O)C (ethyl (Z)-3-(4-chlorophenyl)-3-(4-methanesulfonylphenyl)-2-(2-hydroxyethyl)prop-2-enoate), [OH-].[Na+] (sodium hydroxide). Run in C(C)O (ethanol). Product: ClC1=CC=C(C=C1)\C(=C(/C(=O)[O-])\CCO)\C1=CC=C(C=C1)S(=O)(=O)C.[Na+] (sodium (Z)-3-(4-chlorophenyl)-3-(4-methanesulfonylphenyl)-2-(2-hydroxyethyl)prop-2-enoate). The yield is 101.6%. RXN SMILES: [Cl:1][C:2]1[CH:7]=[CH:6][C:5](/[C:8](/[C:18]2[CH:23]=[CH:22][C:21]([S:24]([CH3:27])(=[O:26])=[O:25])=[CH:20][CH:19]=2)=[C:9](/[CH2:15][CH2:16][OH:17])\[C:10]([O:12]CC)=[O:11])=[CH:4][CH:3]=1.[OH-].[Na+:29]>C(O)C>[Cl:1][C:2]1[CH:7]=[CH:6][C:5](/[C:8](/[C:18]2[CH:19]=[CH:20][C:21]([S:24]([CH3:27])(=[O:26])=[O:25])=[CH:22][CH:23]=2)=[C:9](/[CH2:15][CH2:16][OH:17])\[C:10]([O-:12])=[O:11])=[CH:4][CH:3]=1.[Na+:29] |f:1.2,4.5|. Reported procedure: To a solution of 5 g (0.0122 mole) of ethyl (Z)-3-(4-chlorophenyl)-3-(4-methanesulfonylphenyl)-2-(2-hydroxyethyl)prop-2-enoate, prepared in example 4, in 10 ml of ethanol are added 11 ml (0.011 mole) of 1M sodium hydroxide. The mixture is heated for 2 hours under reflux, then evaporated to dryness in vacuo. The crystals obtained are washed with ethyl acetate and with ethyl ether and then dried to provide 4.5 g of sodium (Z)-3-(4-chlorophenyl)-3-(4-methanesulfonylphenyl)-2-(2-hydroxyethyl)prop-2-... Starting materials: BrC=1C=C2C(=C(NC2=CC1[N+](=O)[O-])C(=O)OCC)S(=O)(=O)N1CCOCC1 (Ethyl 5-bromo-6-nitro-3-(morpholin-4-ylsulfonyl)-1H-indole-2-carboxylate), Cl (HCl). Reported procedure: Ethyl 5-bromo-6-nitro-3-(morpholin-4-ylsulfonyl)-1H-indole-2-carboxylate (256 mg, 0.55 mmol, 1.0 equiv) was suspended in 10 mL of absolute ethanol. 1.5 mL of concentrated aqueous HCl was added, followed Zn dust (362 mg, 5.5 mmol, 10 equiv), and the reaction was stirred at ambient temperature for 1 hour. The mixture was partitioned between ethyl acetate and water, which was extracted three times with ethyl acetate. The combined organic layers were washed once with brine, dried (Na2SO4), filtered,... The product is BrC=1C=C2C(=C(NC2=CC1N)C(=O)OCC)S(=O)(=O)N1CCOCC1 (Ethyl 5-bromo-6-amino-3-(morpholin-4-ylsulfonyl)-1H-indole-2-carboxylate). The reagents and catalysts are [Zn] (Zn). Run in C(C)O (ethanol). RXN SMILES: [Br:1][C:2]1[CH:3]=[C:4]2[C:8](=[CH:9][C:10]=1[N+:11]([O-])=O)[NH:7][C:6]([C:14]([O:16][CH2:17][CH3:18])=[O:15])=[C:5]2[S:19]([N:22]1[CH2:27][CH2:26][O:25][CH2:24][CH2:23]1)(=[O:21])=[O:20].Cl>C(O)C.[Zn]>[Br:1][C:2]1[CH:3]=[C:4]2[C:8](=[CH:9][C:10]=1[NH2:11])[NH:7][C:6]([C:14]([O:16][CH2:17][CH3:18])=[O:15])=[C:5]2[S:19]([N:22]1[CH2:23][CH2:24][O:25][CH2:26][CH2:27]1)(=[O:20])=[O:21]. Reaction conditions: time 1 hour.